Dataset: the Open Reaction Database (ORD), a public repository of structured organic reaction records. Task: describe an organic reaction: reactants, conditions, products, and yield Reactants: C(C)(C)OB(OC(C)C)OC(C)C (triisopropylborate), BrC=1C=C(C#N)C=CC1 (3-Bromobenzonitrile), CCOCC.N#N (Et2O N2), C(CCC)[Li] (n-Butyllithium), Cl (HCl). Run in C1CCOC1 (THF). Run at time 20 minute. Yields the product C(#N)C=1C=C(C=CC1)B(O)O (3-cyanophenylboronic acid). Yield: 60.0%. As a reaction SMILES: Br[C:2]1[CH:3]=[C:4]([CH:7]=[CH:8][CH:9]=1)[C:5]#[N:6].CCOCC.N#N.C([Li])CCC.C([O:25][B:26](OC(C)C)[O:27]C(C)C)(C)C.Cl>C1COCC1>[C:5]([C:4]1[CH:3]=[C:2]([B:26]([OH:27])[OH:25])[CH:9]=[CH:8][CH:7]=1)#[N:6] |f:1.2|. Procedure: 3-Bromobenzonitrile (10.0 g, 55 mmol) was dissolved in dry THF (100 mL) and cooled to −100° C. (Et2O/N2). n-Butyllithium (24.2 mL, 2.5 M in hexane) was added over 30 minutes, maintaining the internal temp under −90°. After 20 minutes, triisopropylborate (18.0 mL) was added over 15 minutes, again maintaining the internal temperature. After the addition was complete, the reaction was allowed to warm slowly to room temperature over 1.5 hours. The reaction was stirred at room temp for 16 hours, then... Starting materials: O=CO, COC(Cc1ccc([N+](=O)[O-])c(Nc2nc(-c3cccc(Cl)c3)c(C(N)=O)s2)c1)OC, O. Product: NC(=O)c1sc(Nc2cc(CC=O)ccc2[N+](=O)[O-])nc1-c1cccc(Cl)c1. As a reaction SMILES: [CH:32]([OH:33])=[O:34].[Cl:1][c:2]1[cH:3][c:4](-[c:8]2[n:9][c:10]([NH:16][c:17]3[c:18]([N+:29](=[O:30])[O-:31])[cH:19][cH:20][c:21]([CH2:23][CH:24]([O:25][CH3:28])[O:26][CH3:27])[cH:22]3)[s:11][c:12]2[C:13](=[O:14])[NH2:15])[cH:5][cH:6][cH:7]1.[OH2:35]>>[Cl:1][c:2]1[cH:3][c:4](-[c:8]2[n:9][c:10]([NH:16][c:17]3[c:18]([N+:29](=[O:30])[O-:31])[cH:19][cH:20][c:21]([CH2:23][CH:24]=[O:25])[cH:22]3)[s:11][c:12]2[C:13](=[O:14])[NH2:15])[cH:5][cH:6][cH:7]1. The reactants are NCCCNC1=NC(=NC=C1Br)NC=1C=C(C=CC1)NC(=O)N1CCCC1 (N-(3-((4-((3-aminopropyl)amino)-5-bromo-2-pyrimidinyl)amino)phenyl)-1-pyrrolidinecarboxamide), CCN(C(C)C)C(C)C (DIEA), C1(=CC=CC=C1)N=C=O (phenyl isocyanate). Solvent: O1CCOCC1 (1,4-dioxane). Conditions: time 8 hour. The product is BrC=1C(=NC(=NC1)NC=1C=C(C=CC1)NC(=O)N1CCCC1)NCCCNC(=O)NC1=CC=CC=C1 (N-[3-[[5-bromo-4-[[3-[[(phenylamino)carbonyl]amino]propyl]amino]-2-pyrimidinyl]amino]phenyl]-1-pyrrolidinecarboxamide). The yield is 61.4%. Reaction SMILES: [NH2:1][CH2:2][CH2:3][CH2:4][NH:5][C:6]1[C:11]([Br:12])=[CH:10][N:9]=[C:8]([NH:13][C:14]2[CH:15]=[C:16]([NH:20][C:21]([N:23]3[CH2:27][CH2:26][CH2:25][CH2:24]3)=[O:22])[CH:17]=[CH:18][CH:19]=2)[N:7]=1.CCN(C(C)C)C(C)C.[C:37]1([N:43]=[C:44]=[O:45])[CH:42]=[CH:41][CH:40]=[CH:39][CH:38]=1>O1CCOCC1>[Br:12][C:11]1[C:6]([NH:5][CH2:4][CH2:3][CH2:2][NH:1][C:44]([NH:43][C:37]2[CH:42]=[CH:41][CH:40]=[CH:39][CH:38]=2)=[O:45])=[N:7][C:8]([NH:13][C:14]2[CH:15]=[C:16]([NH:20][C:21]([N:23]3[CH2:27][CH2:26][CH2:25][CH2:24]3)=[O:22])[CH:17]=[CH:18][CH:19]=2)=[N:9][CH:10]=1. Procedure details: To a suspension of N-(3-((4-((3-aminopropyl)amino)-5-bromo-2-pyrimidinyl)amino)phenyl)-1-pyrrolidinecarboxamide (100 mg, 0.2 mmol) and DIEA (0.14 mL, 0.8 mmol) in 1,4-dioxane (5 mL) was added phenyl isocyanate (35 mg, 0.3 mmol). The resulting solution was stirred overnight and concentrated. The crude residue was directly purified by prep HPLC using acetonitrile/water to give the title compound (68 mg). The reactants are S(=O)(Cl)Cl (thionyl chloride), ClC=1C=C(C(=CC1[N+](=O)[O-])N)N (4-chloro-5-nitrobenzene-1,2-diamine), C(=O)(O)[O-].[Na+] (NaHCO3). Run in ClCCl (dichloromethane), ClCCl (dichloromethane). Conditions: temperature 0 celsius, time 16 hour. The product is ClC1=CC=2C(=NSN2)C=C1[N+](=O)[O-] (5-chloro-6-nitrobenzo[c][1,2,5]thiadiazole). Isolated yield 87.1%. As a reaction SMILES: [Cl:1][C:2]1[CH:3]=[C:4]([NH2:12])[C:5]([NH2:11])=[CH:6][C:7]=1[N+:8]([O-:10])=[O:9].[S:13](Cl)(Cl)=O.C([O-])(O)=O.[Na+]>ClCCl>[Cl:1][C:2]1[C:7]([N+:8]([O-:10])=[O:9])=[CH:6][C:5]2=[N:11][S:13][N:12]=[C:4]2[CH:3]=1 |f:2.3|. Procedure: A solution obtained by dissolving 4-chloro-5-nitrobenzene-1,2-diamine (1) (15 g, 0.0799 mol) in 500 mL of dichloromethane (DCM) is cooled down to 0° C., and thionyl chloride (SOCl2, 11.7 mL, 0.159 mol, 2.0 eq) is slowly dripped into the solution. The reactant is agitated and reflowed for 16 hours, cooled down to room temperature, and condensed under a reduced pressure. The condensate is dissolved again in dichloromethane, cleaned with a saturated NaHCO3 aqueous solution, and subfractionated. An ... Starting materials: CC(=O)O[BH-](OC(C)=O)OC(C)=O, ClCCl, CC(=O)O, CN(C)C=O, COc1cc(Nc2c(C#N)cnc3cc(-c4ccc(C=O)s4)ccc23)c(Cl)cc1Cl, [Na+], OC1CCNCC1. Product: COc1cc(Nc2c(C#N)cnc3cc(-c4ccc(CN5CCC(O)CC5)s4)ccc23)c(Cl)cc1Cl. RXN SMILES: [C:38]([O:39][BH-:40]([O:41][C:42](=[O:43])[CH3:44])[O:45][C:46](=[O:47])[CH3:48])(=[O:49])[CH3:50].[CH2:56]([Cl:57])[Cl:58].[CH3:52][C:53](=[O:54])[OH:55].[CH3:59][N:60]([CH3:61])[CH:62]=[O:63].[Cl:8][c:9]1[c:10]([NH:11][c:12]2[c:13]([C:29]#[N:30])[cH:14][n:15][c:16]3[cH:17][c:18](-[c:22]4[s:23][c:24]([CH:27]=[O:28])[cH:25][cH:26]4)[cH:19][cH:20][c:21]23)[cH:31][c:32]([O:36][CH3:37])[c:33]([Cl:35])[cH:34]1.[Na+:51].[OH:1][CH:2]1[CH2:3][CH2:4][NH:5][CH2:6][CH2:7]1>>[OH:1][CH:2]1[CH2:3][CH2:4][N:5]([CH2:27][c:24]2[s:23][c:22](-[c:18]3[cH:17][c:16]4[n:15][cH:14][c:13]([C:29]#[N:30])[c:12]([NH:11][c:10]5[c:9]([Cl:8])[cH:34][c:33]([Cl:35])[c:32]([O:36][CH3:37])[cH:31]5)[c:21]4[cH:20][cH:19]3)[cH:26][cH:25]2)[CH2:6][CH2:7]1. The reactants are FC(=CCCCCCCCCC(C)O)F (12,12-difluoro-11-dodecen-2-ol), CC(=O)C.OS(=O)(=O)O.O=[Cr](=O)=O (Jones reagent). The solvent is CC(=O)C (acetone). Product: FC(=CCCCCCCCCC(=O)C)F (methyl 10,10-difluoro-9-decenyl ketone). Yield: 66.2%. As a reaction SMILES: [F:1][C:2]([F:15])=[CH:3][CH2:4][CH2:5][CH2:6][CH2:7][CH2:8][CH2:9][CH2:10][CH2:11][CH:12]([OH:14])[CH3:13].CC(C)=O.OS(O)(=O)=O.O=[Cr](=O)=O>CC(C)=O>[F:1][C:2]([F:15])=[CH:3][CH2:4][CH2:5][CH2:6][CH2:7][CH2:8][CH2:9][CH2:10][CH2:11][C:12]([CH3:13])=[O:14] |f:1.2.3|. Procedure: To a stirred solution of 1.0 gram (0.0045 mole) of 12,12-difluoro-11-dodecen-2-ol (prepared in Example 3) in 10 ml of acetone was added 1.68 ml (0.0045 mole) of Jones reagent (2.7 Molar in acetone) while maintaining the reaction mixture temperature at 20°-25° C. Excess Jones reagent was destroyed by the addition of 1-methylethanol. The reaction mixture was passed through silica gel with the aid of additional acetone. The eluate was concentrated under reduced pressure, and the residue was dissolv... Reactants: CC1([C@@H]([C@@H]1C#CC(OCC(F)F)=O)C(=O)O)C ((1R,cis) 2,2-dimethyl-3-[3-oxo-3-(2,2-difluoroethoxy)-1-propynyl]-cyclopropane-carboxylic acid), C(#N)[C@H](C1=CC(=CC=C1)OC1=CC=CC=C1)O ((S)α-cyano-3-phenoxy-benzyl alcohol). Yields the product CC1([C@@H]([C@@H]1C#CC(OCC(F)F)=O)C(=O)O[C@@H](C1=CC(=CC=C1)OC1=CC=CC=C1)C#N)C ((S)α-cyano-3-phenoxy-benzyl (1R,cis) 2,2-dimethyl-3-[3-oxo-3-(2,2-difluoroethoxy)-1-propynyl]-cyclopropane-carboxylate). Isolated yield 62.2%. Reaction SMILES: [CH3:1][C:2]1([CH3:17])[C@@H:4]([C:5]#[C:6][C:7](=[O:13])[O:8][CH2:9][CH:10]([F:12])[F:11])[C@H:3]1[C:14]([OH:16])=[O:15].[C:18]([C@@H:20](O)[C:21]1[CH:26]=[CH:25][CH:24]=[C:23]([O:27][C:28]2[CH:33]=[CH:32][CH:31]=[CH:30][CH:29]=2)[CH:22]=1)#[N:19]>>[CH3:1][C:2]1([CH3:17])[C@@H:4]([C:5]#[C:6][C:7](=[O:13])[O:8][CH2:9][CH:10]([F:11])[F:12])[C@H:3]1[C:14]([O:16][C@H:20]([C:18]#[N:19])[C:21]1[CH:26]=[CH:25][CH:24]=[C:23]([O:27][C:28]2[CH:29]=[CH:30][CH:31]=[CH:32][CH:33]=2)[CH:22]=1)=[O:15]. Procedure: Using the procedure of Step F of Example 9, 4.1 g of the acid of Step C and 4.5 g of (S)α-cyano-3-phenoxy-benzyl alcohol were reacted to obtain 4.7 g of (S)α-cyano-3-phenoxy-benzyl (1R,cis) 2,2-dimethyl-3-[3-oxo-3-(2,2-difluoroethoxy)-1-propynyl]-cyclopropane-carboxylate after elution with a 6-4 mixture of petroleum ether (B. Pt. 40°-70° C.)-isopropyl ether.